Dataset: the Open Reaction Database (ORD), a public repository of structured organic reaction records. Task: describe an organic reaction: reactants, conditions, products, and yield Starting materials: CC1=NN(C(=C1)C)C=1C=C(OC2=CC=3N(C4=CC=CC=C4C3C=C2)C2OCCCC2)C=CC1 (2-[3-(3,5-Dimethylpyrazol-1-yl)-phenoxy]-N-(tetrahydropyranyl)carbazole), S(=O)(=O)(C)O (MsOH), CC1=NN(C(=C1)C)C=1C=C(OC2=CC=3NC4=CC=CC=C4C3C=C2)C=CC1 (2-[3-(3,5-Dimethylpyrazol-1-yl)-phenoxy]-carbazole), C([O-])(O)=O.[Na+] (sodium bicarbonate). Run in CO (methanol), CCCCCC.C(C)(=O)OCC (hexane ethyl acetate). Run at time 30 minute. Product: O1C(CCCC1)N1C2=CC=CC=C2C=2C=CC(=CC12)O (N-tetrahydropyranyl-2-hydroxycarbazole). Yield: 81.0%. As a reaction SMILES: CC1C=C(C)N(C2C=C(C=CC=2)OC2C=CC3C4C(=CC=CC=4)NC=3C=2)N=1.CC1C=C(C)N(C2C=C(C=CC=2)[O:38][C:39]2[CH:51]=[CH:50][C:49]3[C:48]4[C:43](=[CH:44][CH:45]=[CH:46][CH:47]=4)[N:42]([CH:52]4[CH2:57][CH2:56][CH2:55][CH2:54][O:53]4)[C:41]=3[CH:40]=2)N=1.S(O)(C)(=O)=O.C(=O)(O)[O-].[Na+]>CO.CCCCCC.C(OCC)(=O)C>[O:53]1[CH2:54][CH2:55][CH2:56][CH2:57][CH:52]1[N:42]1[C:41]2[CH:40]=[C:39]([OH:38])[CH:51]=[CH:50][C:49]=2[C:48]2[C:43]1=[CH:44][CH:45]=[CH:46][CH:47]=2 |f:3.4,6.7|. Procedure details: In another step, 2-[3-(3,5-Dimethylpyrazol-1-yl)-phenoxy]-carbazole was synthesized. To a 50 mL round flask was added with the solution of 2-[3-(3,5-Dimethylpyrazol-1-yl)-phenoxy]-N-(tetrahydropyranyl)carbazole (0.49 g, 1.12 mmol) and MsOH (0.36 mL, 5.6 mmol) in methanol (20 mL), and the mixture was kept at rt for 30 minutes then 50° C. for 1.5 hours. TLC showed that all the protected starting material was transferred, and then trace sodium bicarbonate was added into the system to quench the rea...